Dataset: the Open Reaction Database (ORD), a public repository of structured organic reaction records. Task: describe an organic reaction: reactants, conditions, products, and yield The solvent is COCCOC (ethylene glycol dimethyl ether), O (water). The product is ClC1=NC(=CC(=C1)N)C1=C(C=CC(=C1)Cl)OC (2-chloro-6-(5-chloro-2-methoxy-phenyl)-pyridin-4-yl-amine). Yield: 43.9%. Procedure: To a solution of 4-amino-2,6-dichloropyridine (1.0 g, 6.1 mmol), 5-chloro-2-methoxy-phenylboronic acid (1.4 g, 7.3 mmol) and palladium acetate (137 mg, 0.61 mmol) in ethylene glycol dimethyl ether (50 ml), degassed with argon, was added a solution of cesium fluoride (3.8 g, 24.4 mmol) in water (10 ml) followed by triphenylphosphine (320 mg, 1.22 mmol). After stirring at 85° C. for 12 hours, the mixture was filtered through a pad of celite under suction. The filtrate was dried over sodium sulfate... Reaction conditions: temperature 85 celsius, time 12 hour. RXN SMILES: [NH2:1][C:2]1[CH:7]=[C:6](Cl)[N:5]=[C:4]([Cl:9])[CH:3]=1.[Cl:10][C:11]1[CH:12]=[CH:13][C:14]([O:20][CH3:21])=[C:15](B(O)O)[CH:16]=1.[F-].[Cs+].C1(P(C2C=CC=CC=2)C2C=CC=CC=2)C=CC=CC=1>COCCOC.O.C([O-])(=O)C.[Pd+2].C([O-])(=O)C>[Cl:9][C:4]1[CH:3]=[C:2]([NH2:1])[CH:7]=[C:6]([C:13]2[CH:12]=[C:11]([Cl:10])[CH:16]=[CH:15][C:14]=2[O:20][CH3:21])[N:5]=1 |f:2.3,7.8.9|. Reagents/catalysts: C(C)(=O)[O-].[Pd+2].C(C)(=O)[O-] (palladium acetate). Reactants: NC1=CC(=NC(=C1)Cl)Cl (4-amino-2,6-dichloropyridine), ClC=1C=CC(=C(C1)B(O)O)OC (5-chloro-2-methoxy-phenylboronic acid), [F-].[Cs+] (cesium fluoride), C1(=CC=CC=C1)P(C1=CC=CC=C1)C1=CC=CC=C1 (triphenylphosphine). Starting materials: CC(C)C[AlH]CC(C)C (DIBAL), C(CCCCCCCCCCCCCCC)OCC(C(=O)OCC)=C (ethyl 2-[(hexadecyloxy)methyl]-2-propenoate), S(=O)(=O)([O-])[O-].[Na+].[Na+] (sodium sulfate). The solvent is hexanes, CCOCC (ether). Conditions: time 2 hour. Product: C(CCCCCCCCCCCCCCC)OCC(CO)=C (2-[(Hexadecyloxy)methyl]-2-propen-1-ol). Isolated yield 139.4%. RXN SMILES: [CH2:1]([O:17][CH2:18][C:19](=[CH2:25])[C:20](OCC)=[O:21])[CH2:2][CH2:3][CH2:4][CH2:5][CH2:6][CH2:7][CH2:8][CH2:9][CH2:10][CH2:11][CH2:12][CH2:13][CH2:14][CH2:15][CH3:16].CC(C[AlH]CC(C)C)C.S([O-])([O-])(=O)=O.[Na+].[Na+]>CCOCC>[CH2:1]([O:17][CH2:18][C:19](=[CH2:25])[CH2:20][OH:21])[CH2:2][CH2:3][CH2:4][CH2:5][CH2:6][CH2:7][CH2:8][CH2:9][CH2:10][CH2:11][CH2:12][CH2:13][CH2:14][CH2:15][CH3:16] |f:2.3.4|. Procedure details: To a solution of 21 g of ethyl 2-[(hexadecyloxy)methyl]-2-propenoate in 400 ml of ether cooled to 0° C. under an inert atmosphere is added 2.25 ml of 1,2M DIBAL in hexanes over 30 minutes. The reaction is stirred at ambient temperature for 2 hours then cooled to 0° C. while 20 ml of saturated sodium sulfate is added dropwise. After filtering, the cake is washed with ether. The combined ether washings are dried and the solvent removed. The residue is crystallized from methyl alcohol:water to give... The reactants are [H-].[Na+] (NaH), OCCC1=CC=C(C=C1)O (4-(2-Hydroxyethyl)phenol), C1(=CC=CC=C1)[C@@H]1OC(CN1C(C)(C)C)COS(=O)(=O)C1=CC=C(C)C=C1 ((S)-2-phenyl-5-tosyloxymethyl-3-(1,1-dimethylethyl) oxazolidine). Run in CN(C)C=O (DMF), CN(C)C=O (DMF). Yields the product CC(C)(C)N1[C@@H](OC(C1)COC1=CC=C(C=C1)CCO)C1=CC=CC=C1 ((S)-2-(4-(3-(1, 1-dimethylethyl)-2-phenyl-5-oxazolidinylmethoxy)phenyl)ethanol). RXN SMILES: [OH:1][CH2:2][CH2:3][C:4]1[CH:9]=[CH:8][C:7]([OH:10])=[CH:6][CH:5]=1.[H-].[Na+].[C:13]1([C@H:19]2[N:23]([C:24]([CH3:27])([CH3:26])[CH3:25])[CH2:22][CH:21]([CH2:28]OS(C3C=CC(C)=CC=3)(=O)=O)[O:20]2)[CH:18]=[CH:17][CH:16]=[CH:15][CH:14]=1>CN(C=O)C>[CH3:25][C:24]([N:23]1[CH2:22][CH:21]([CH2:28][O:10][C:7]2[CH:8]=[CH:9][C:4]([CH2:3][CH2:2][OH:1])=[CH:5][CH:6]=2)[O:20][C@H:19]1[C:13]1[CH:18]=[CH:17][CH:16]=[CH:15][CH:14]=1)([CH3:26])[CH3:27] |f:1.2|. Procedure: 4-(2-Hydroxyethyl)phenol (2.5 g, 18 mmol) was dissolved in 37 ml DMF then NaH (60% in mineral oil) (0.72 g, 18 mmol) was added while stirring under N2 atmosphere. After the evolution of H2 ceased, (S)-2-phenyl-5-tosyloxymethyl-3-(1,1-dimethylethyl) oxazolidine (7.0 g, 18 mmol) in 25 ml DMF was added and the reaction mixture was heated at 115°-120° C. for 14 hours. The solvent was evaporated in vacuo. A sodium carbonate solution (100 ml, 20% saturated) was added to the residue and the mixture was... The reactants are [N-]=[N+]=[N-].[Na+] (Sodium azide), OC1=C(C=CC(=C1)N)NC(=O)NC1=C(C=CC=C1)I (N-(2-hydroxy-4-aminophenyl)-N′-(2-iodophenyl)urea), Cl.O (HCl H2O), [N+](=O)([O-])[O-].[Na+] (Sodium nitrate). Reaction conditions: temperature 0 celsius, time 30 minute. Yields the product OC1=C(C=CC(=C1)N=[N+]=[N-])NC(=O)NC1=C(C=CC=C1)I (N-(2-hydroxy-4-azidophenyl)-N′-(2-iodophenyl)urea). The yield is 24.1%. RXN SMILES: [OH:1][C:2]1[CH:7]=[C:6]([NH2:8])[CH:5]=[CH:4][C:3]=1[NH:9][C:10]([NH:12][C:13]1[CH:18]=[CH:17][CH:16]=[CH:15][C:14]=1[I:19])=[O:11].Cl.O.[N+]([O-])([O-])=O.[Na+].[N-:27]=[N+:28]=[N-].[Na+]>>[OH:1][C:2]1[CH:7]=[C:6]([N:8]=[N+:27]=[N-:28])[CH:5]=[CH:4][C:3]=1[NH:9][C:10]([NH:12][C:13]1[CH:18]=[CH:17][CH:16]=[CH:15][C:14]=1[I:19])=[O:11] |f:1.2,3.4,5.6|. Procedure: The N-(2-hydroxy-4-aminophenyl)-N′-(2-iodophenyl)urea(77 mg, 0.21 mmol) was added to HCl/H2O (0.21 mL/0.42 mL), and cooled to 0° C. Sodium nitrate (14.5 mg, 0.21 mmol) was added to the reaction mixture. The reaction mixture was stirred at 0° C. for 30 minutes. Sodium azide (14 mg, 0.21 mmol) was added to reaction mixture and it was warmed to room temperature. The reaction mixture was stirred at room temperature for 18 hours. Then it was extracted with three times by ethyl acetate. The organic ex... Starting materials: COc1cc(Br)ccc1Cl, CC(C)(C)OC(=O)N1CCNCC1CCS(C)(=O)=O, CC(C)(C)[O-], Cc1ccccc1, [Na+]. Product: COc1cc(N2CCN(C(=O)OC(C)(C)C)C(CCS(C)(=O)=O)C2)ccc1Cl. RXN SMILES: [Br:20][c:21]1[cH:22][cH:23][c:24]([Cl:29])[c:25]([O:27][CH3:28])[cH:26]1.[CH3:1][S:2](=[O:3])(=[O:4])[CH2:5][CH2:6][CH:7]1[CH2:8][NH:9][CH2:10][CH2:11][N:12]1[C:13](=[O:14])[O:15][C:16]([CH3:17])([CH3:18])[CH3:19].[CH3:30][C:31]([CH3:32])([O-:33])[CH3:34].[CH3:36][c:37]1[cH:38][cH:39][cH:40][cH:41][cH:42]1.[Na+:35]>>[CH3:1][S:2](=[O:3])(=[O:4])[CH2:5][CH2:6][CH:7]1[CH2:8][N:9]([c:21]2[cH:22][cH:23][c:24]([Cl:29])[c:25]([O:27][CH3:28])[cH:26]2)[CH2:10][CH2:11][N:12]1[C:13](=[O:14])[O:15][C:16]([CH3:17])([CH3:18])[CH3:19]. Starting materials: C(C)OC(=O)C=1C=NC2=C(C=C(C=C2C1Cl)Cl)OC (4,6-Dichloro-8-methoxy-quinoline-3-carboxylic acid ethyl ester), C(CCC)N (butylamine). Reported procedure: 4,6-Dichloro-8-methoxy-quinoline-3-carboxylic acid ethyl ester (250 mg, 0.84 mmol) was treated with butylamine following general procedure B to afford 4-butylamino-6-chloro-8-methoxy-quinoline-3-carboxylic acid ethyl ester (230 mg). Thus obtained amino-ester was hydrolyzed to the corresponding acid using general procedure D and then transformed into the corresponding ethylamide (155 mg) following general procedure E. The above ethylamide (155 mg, 0.45 mmol) was subjected to reaction with methyl ... Reaction SMILES: [CH2:1]([O:3][C:4]([C:6]1[CH:7]=[N:8][C:9]2[C:14]([C:15]=1Cl)=[CH:13][C:12]([Cl:17])=[CH:11][C:10]=2[O:18][CH3:19])=[O:5])[CH3:2].[CH2:20]([NH2:24])[CH2:21][CH2:22][CH3:23]>>[CH2:1]([O:3][C:4]([C:6]1[CH:7]=[N:8][C:9]2[C:14]([C:15]=1[NH:24][CH2:20][CH2:21][CH2:22][CH3:23])=[CH:13][C:12]([Cl:17])=[CH:11][C:10]=2[O:18][CH3:19])=[O:5])[CH3:2]. The product is C(C)OC(=O)C=1C=NC2=C(C=C(C=C2C1NCCCC)Cl)OC (4-butylamino-6-chloro-8-methoxy-quinoline-3-carboxylic acid ethyl ester). Reactants: Fc1cc(Br)ccc1CBr, [C-]#N, CCO, CCOC(C)=O, [K+], O. The product is N#CCc1ccc(Br)cc1F. RXN SMILES: [Br:1][c:2]1[cH:3][c:4]([F:10])[c:5]([CH2:6][Br:7])[cH:8][cH:9]1.[C-:11]#[N:12].[CH3:14][CH2:15][OH:16].[CH3:17][CH2:18][O:19][C:20]([CH3:21])=[O:22].[K+:13].[OH2:23]>>[Br:1][c:2]1[cH:3][c:4]([F:10])[c:5]([CH2:6][C:11]#[N:12])[cH:8][cH:9]1.